Dataset: the Open Reaction Database (ORD), a public repository of structured organic reaction records. Task: describe an organic reaction: reactants, conditions, products, and yield Reactants: Brc1ncccn1, C1COCCO1, CC(C)(C)[O-], CO, CCOC(C)=O, [Na+], O=C(c1ccc(B(O)O)cc1)N1CCC(c2nc3ccccc3[nH]2)CC1. Yields the product O=C(c1ccc(-c2ncccn2)cc1)N1CCC(c2nc3ccccc3[nH]2)CC1. As a reaction SMILES: [Br:27][c:28]1[n:29][cH:30][cH:31][cH:32][n:33]1.[CH2:42]1[O:43][CH2:44][CH2:45][O:46][CH2:47]1.[CH3:34][C:35]([CH3:36])([O-:37])[CH3:38].[CH3:40][OH:41].[CH3:48][CH2:49][O:50][C:51]([CH3:52])=[O:53].[Na+:39].[nH:1]1[c:2]([CH:10]2[CH2:11][CH2:12][N:13]([C:16](=[O:17])[c:18]3[cH:19][cH:20][c:21]([B:24]([OH:25])[OH:26])[cH:22][cH:23]3)[CH2:14][CH2:15]2)[n:3][c:4]2[c:5]1[cH:6][cH:7][cH:8][cH:9]2>>[nH:1]1[c:2]([CH:10]2[CH2:11][CH2:12][N:13]([C:16](=[O:17])[c:18]3[cH:19][cH:20][c:21](-[c:28]4[n:29][cH:30][cH:31][cH:32][n:33]4)[cH:22][cH:23]3)[CH2:14][CH2:15]2)[n:3][c:4]2[c:5]1[cH:6][cH:7][cH:8][cH:9]2.